Dataset: the Open Reaction Database (ORD), a public repository of structured organic reaction records. Task: describe an organic reaction: reactants, conditions, products, and yield The reactants are CC=1C(=C(C=CC1)CC1=C(C=CC=C1)O)O ((3-Methyl-2-hydroxyphenyl)(2-hydroxyphenyl)-methane), C([O-])([O-])=O.[K+].[K+] (potassium carbonate), [I-].[K+] (potassium iodide), ClC(C(=O)O)Cl (dichloroacetic acid), ClC(C(=O)O)Cl (dichloroacetic acid). Run in CC(C)O (2-propanol). Run at time 30 hour. The product is CC1=CC=CC2=C1OC(OC1=C(C2)C=CC=C1)C(=O)O (4-Methyl-12H-dibenzo-[d,g][1,3]dioxocin-6-carboxylic Acid). As a reaction SMILES: [CH3:1][C:2]1[C:3]([OH:16])=[C:4]([CH2:8][C:9]2[CH:14]=[CH:13][CH:12]=[CH:11][C:10]=2[OH:15])[CH:5]=[CH:6][CH:7]=1.C(=O)([O-])[O-].[K+].[K+].[I-].[K+].Cl[CH:26](Cl)[C:27]([OH:29])=[O:28]>CC(O)C>[CH3:1][C:2]1[C:3]2[O:16][CH:26]([C:27]([OH:29])=[O:28])[O:15][C:10]3[CH:11]=[CH:12][CH:13]=[CH:14][C:9]=3[CH2:8][C:4]=2[CH:5]=[CH:6][CH:7]=1 |f:1.2.3,4.5|. Procedure details: (3-Methyl-2-hydroxyphenyl)(2-hydroxyphenyl)-methane (3.4 g, 16 mmol), potassium carbonate (8.84 g, 64 mmol), potassium iodide (0.53 g, 3.2 mmol), dichloroacetic acid (2.06 g, 16 mmol), and 65 ml of 2-propanol were heated at reflux with stirring under nitrogen for 30 hours. Another 2.05 g (16 mmol) of dichloroacetic acid was added and heating at reflux continued for 60 hours. The 2-propanol was then removed by evaporation under reduced pressure and the residue was diluted with distilled water and... Reactants: CCc1c(CCN2CC(C(=O)OC)C2)cccc1-c1cnc(-c2ccc(OC(C)C)c(C#N)c2)s1, CC(C)O, [Na+], [OH-], O. Yields the product CCc1c(CCN2CC(C(=O)O)C2)cccc1-c1cnc(-c2ccc(OC(C)C)c(C#N)c2)s1. As a reaction SMILES: [C:1](#[N:2])[c:3]1[cH:4][c:5](-[c:13]2[s:14][c:15](-[c:18]3[c:19]([CH2:34][CH3:35])[c:20]([CH2:24][CH2:25][N:26]4[CH2:27][CH:28]([C:30](=[O:31])[O:32][CH3:33])[CH2:29]4)[cH:21][cH:22][cH:23]3)[cH:16][n:17]2)[cH:6][cH:7][c:8]1[O:9][CH:10]([CH3:11])[CH3:12].[CH:38]([OH:39])([CH3:40])[CH3:41].[Na+:37].[OH-:36].[OH2:42]>>[C:1](#[N:2])[c:3]1[cH:4][c:5](-[c:13]2[s:14][c:15](-[c:18]3[c:19]([CH2:34][CH3:35])[c:20]([CH2:24][CH2:25][N:26]4[CH2:27][CH:28]([C:30](=[O:31])[OH:32])[CH2:29]4)[cH:21][cH:22][cH:23]3)[cH:16][n:17]2)[cH:6][cH:7][c:8]1[O:9][CH:10]([CH3:11])[CH3:12].